From a dataset of the Open Reaction Database (ORD), a public repository of structured organic reaction records. describe an organic reaction: reactants, conditions, products, and yield Reactants: O(C1=CC=CC=C1)C1=CC=C(C=C1)NC1=CC(=NC=N1)NC=1C=C(C=O)C=CC1 (3-(6-(4-phenoxyphenylamino)pyrimidin-4-ylamino)benzaldehyde), C(C=C)#N (acrylonitrile), C1CN2CCN1CC2 (DABCO), O1CCOCC1.O (1,4-dioxane H2O). Run at time 48 hour. Yields the product OC(C(C(=O)N)=C)C1=CC(=CC=C1)NC1=NC=NC(=C1)NC1=CC=C(C=C1)OC1=CC=CC=C1 (2-(hydroxy(3-(6-(4-phenoxyphenylamino)pyrimidin-4-ylamino)phenyl)methyl)acrylamide). RXN SMILES: [O:1]([C:8]1[CH:13]=[CH:12][C:11]([NH:14][C:15]2[N:20]=[CH:19][N:18]=[C:17]([NH:21][C:22]3[CH:23]=[C:24]([CH:27]=[CH:28][CH:29]=3)[CH:25]=[O:26])[CH:16]=2)=[CH:10][CH:9]=1)[C:2]1[CH:7]=[CH:6][CH:5]=[CH:4][CH:3]=1.[C:30](#[N:33])[CH:31]=[CH2:32].C1N2CCN(CC2)C1.[O:42]1CCOCC1.O>>[OH:26][CH:25]([C:24]1[CH:27]=[CH:28][CH:29]=[C:22]([NH:21][C:17]2[CH:16]=[C:15]([NH:14][C:11]3[CH:10]=[CH:9][C:8]([O:1][C:2]4[CH:3]=[CH:4][CH:5]=[CH:6][CH:7]=4)=[CH:13][CH:12]=3)[N:20]=[CH:19][N:18]=2)[CH:23]=1)[C:31](=[CH2:32])[C:30]([NH2:33])=[O:42] |f:3.4|. Procedure details: To a stirred solution of 3-(6-(4-phenoxyphenylamino)pyrimidin-4-ylamino)benzaldehyde (100 mg, 0.26 mmol) and acrylonitrile (36 mg, 0.52 mmol) in 1,4-dioxane/H2O (0.5 mL/0.5 mL) was added DABCO (29 mg, 0.26 mmol) at rt. Stirring was continued at room temperature for 48 h after which time the reaction mixture was concentrated under reduced pressure. The residue obtained was further purified by column chromatography (SiO2, 60-120, pet ether/ethyl acetate, 6/4) to give 2-(hydroxy(3-(6-(4-phenoxyphen... Reactants: [Cl-].O[NH3+] (hydroxylammonium chloride), C(O)([O-])=O.[Na+] (sodium hydrogen carbonate), CS(=O)C (dimethyl sulfoxide), C1(CC1)C(CO[C@@H]1CC[C@H](CC1)N1C=2N(C(=C(C1=O)CC1=CC=C(C=C1)C=1C(=CC=CC1)C#N)CCC)N=CC2)(C)O (4′-({4-[trans-4-(2-cyclopropyl-2-hydroxypropoxy)cyclohexyl]-5-oxo-7-propyl-4,5-dihydropyrazolo[1,5-a]pyrimidin-6-yl}methyl)biphenyl-2-carbonitrile). Run in C(C)(=O)OCC (ethyl acetate). Run at temperature 50 celsius, time 30 minute. The product is C1(CC1)C(CO[C@@H]1CC[C@H](CC1)N1C=2N(C(=C(C1=O)CC1=CC=C(C=C1)C1=C(C=CC=C1)C1=NOC(N1)=O)CCC)N=CC2)(C)O (4-[trans-4-(2-cyclopropyl-2-hydroxypropoxy)cyclohexyl]-6-{[2′-(5-oxo-4,5-dihydro-1,2,4-oxadiazol-3-yl)biphenyl-4-yl]methyl}-7-propylpyrazolo[1,5-a]pyrimidin-5(4H)-one). Yield: 53.5%. RXN SMILES: [Cl-].O[NH3+:3].[C:4](=[O:7])([O-])[OH:5].[Na+].CS(C)=O.[CH:13]1([C:16]([OH:54])([CH3:53])[CH2:17][O:18][C@H:19]2[CH2:24][CH2:23][C@H:22]([N:25]3[C:30](=[O:31])[C:29]([CH2:32][C:33]4[CH:38]=[CH:37][C:36]([C:39]5[C:40]([C:45]#[N:46])=[CH:41][CH:42]=[CH:43][CH:44]=5)=[CH:35][CH:34]=4)=[C:28]([CH2:47][CH2:48][CH3:49])[N:27]4[N:50]=[CH:51][CH:52]=[C:26]34)[CH2:21][CH2:20]2)[CH2:15][CH2:14]1>C(OCC)(=O)C>[CH:13]1([C:16]([OH:54])([CH3:53])[CH2:17][O:18][C@H:19]2[CH2:20][CH2:21][C@H:22]([N:25]3[C:30](=[O:31])[C:29]([CH2:32][C:33]4[CH:34]=[CH:35][C:36]([C:39]5[CH:44]=[CH:43][CH:42]=[CH:41][C:40]=5[C:45]5[NH:3][C:4](=[O:7])[O:5][N:46]=5)=[CH:37][CH:38]=4)=[C:28]([CH2:47][CH2:48][CH3:49])[N:27]4[N:50]=[CH:51][CH:52]=[C:26]34)[CH2:23][CH2:24]2)[CH2:14][CH2:15]1 |f:0.1,2.3|. Procedure details: A mixture of hydroxylammonium chloride (0.33 g), sodium hydrogen carbonate (0.49 g) and dimethyl sulfoxide (2 mL) was stirred at 50° C. for 30 min, 4′-({4-[trans-4-(2-cyclopropyl-2-hydroxypropoxy)cyclohexyl]-5-oxo-7-propyl-4,5-dihydropyrazolo[1,5-a]pyrimidin-6-yl}methyl)biphenyl-2-carbonitrile (0.22 g) was added, and the mixture was stirred at 90° C. for 20 hr. The reaction mixture was diluted with ethyl acetate, washed with water and then with saturated brine, and dried over anhydrous magnesium... Starting materials: C(=O)(OC(C)(C)C)NC=1SC=C(N1)C(=O)OCP(=O)(OCC)OCC (2-[N-Boc(amino)]-4-diethylphosphonomethoxycarbonylthiazole), BrBr (bromine). Solvent: C(Cl)Cl (CH2Cl2). Yields the product C(=O)(OC(C)(C)C)NC=1SC(=C(N1)C(=O)OCP(=O)(OCC)OCC)Br (2-[N-Boc(amino)]-5-bromo-4-diethylphosphonomethoxycarbonylthiazole). Reaction SMILES: [C:1]([NH:8][C:9]1[S:10][CH:11]=[C:12]([C:14]([O:16][CH2:17][P:18]([O:23][CH2:24][CH3:25])([O:20][CH2:21][CH3:22])=[O:19])=[O:15])[N:13]=1)([O:3][C:4]([CH3:7])([CH3:6])[CH3:5])=[O:2].[Br:26]Br>C(Cl)Cl>[C:1]([NH:8][C:9]1[S:10][C:11]([Br:26])=[C:12]([C:14]([O:16][CH2:17][P:18]([O:23][CH2:24][CH3:25])([O:20][CH2:21][CH3:22])=[O:19])=[O:15])[N:13]=1)([O:3][C:4]([CH3:6])([CH3:7])[CH3:5])=[O:2]. Reported procedure: A solution of 2-[N-Boc(amino)]-4-diethylphosphonomethoxycarbonylthiazole (1 mmole) in CH2Cl2 (5 mL) was treated with bromine (2 mmole) at room temperature for 4 h. Evaporation and extraction gave 2-[N-Boc(amino)]-5-bromo-4-diethylphosphonomethoxycarbonylthiazole as an orange oil which was subjected to Step D of Example 18 followed by Step C of Example 3 to give 2-amino-5-bromo-4-phosphonomethoxycarbonylthiazole (18.2) as a solid. Mp>230° C. (decomp). Anal. Calcd. for C5H6N2O5PSBr: C: 18.94; H: 1... Run in C1(=CC=CC=C1)C (toluene). RXN SMILES: [Cl:1][C:2]1[CH:7]=[CH:6][C:5]([CH:8]([CH:10]2[CH2:15][CH2:14][N:13]([CH3:16])[CH2:12][CH2:11]2)O)=[CH:4][CH:3]=1.S(Cl)([Cl:19])=O.[OH-].[Na+]>C1(C)C=CC=CC=1>[Cl:19][CH:8]([C:5]1[CH:6]=[CH:7][C:2]([Cl:1])=[CH:3][CH:4]=1)[CH:10]1[CH2:15][CH2:14][N:13]([CH3:16])[CH2:12][CH2:11]1 |f:2.3|. Yields the product ClC(C1CCN(CC1)C)C1=CC=C(C=C1)Cl (4-(Chloro(4-chlorophenyl)methyl)-1-methylpiperidine). Procedure: To a solution of 4-chlorophenyl 1-methylpiperidin-4-yl methanol 1.2 g (5.02 mmol) in toluene (5 ml) was added thionyl chloride (0.45 ml) dropwise. The resulting mixture was stirred at room temperature over night. The mixture was then made alkaline with NaOH solution and extracted with ethyl acetate (3×40). The combined organic solution was dried and concentrated to give 1.2 g of desired product. Reactants: ClC1=CC=C(C=C1)C(O)C1CCN(CC1)C (4-chlorophenyl 1-methylpiperidin-4-yl methanol), S(=O)(Cl)Cl (thionyl chloride), [OH-].[Na+] (NaOH). The reactants are C(C)(=O)O[BH-](OC(C)=O)OC(C)=O.[Na+] (Sodium triacetoxyborohydride), FC(C=1C=C(N)C=CC1Br)(F)F (3-trifluoromethyl-4-bromoaniline), C(CCCCCCCCC)=O (decanal). Run in CO (methanol). Conditions: time 1 hour. Product: C(CCCCCCCCC)NC1=CC(=C(C=C1)Br)C(F)(F)F (N-Decyl-4-bromo-3-trifluoromethylaniline). Isolated yield 53.0%. As a reaction SMILES: C(O[BH-](OC(=O)C)OC(=O)C)(=O)C.[Na+].[F:15][C:16]([F:26])([F:25])[C:17]1[CH:18]=[C:19]([CH:21]=[CH:22][C:23]=1[Br:24])[NH2:20].[CH:27](=O)[CH2:28][CH2:29][CH2:30][CH2:31][CH2:32][CH2:33][CH2:34][CH2:35][CH3:36]>CO>[CH2:27]([NH:20][C:19]1[CH:21]=[CH:22][C:23]([Br:24])=[C:17]([C:16]([F:15])([F:25])[F:26])[CH:18]=1)[CH2:28][CH2:29][CH2:30][CH2:31][CH2:32][CH2:33][CH2:34][CH2:35][CH3:36] |f:0.1|. Reported procedure: Sodium triacetoxyborohydride (4 g) was added to a solution of 3-trifluoromethyl-4-bromoaniline (1.5 g) and decanal (4 mL) in methanol (90 mL). After stirring for 1 h the solution was partitioned between water and petroleum ether. The organic extract was concentrated under reduced pressure and the residue was purified via flash column chromatography using petroleum ether as eluent to give N-Decyl-4-broma-3-trifluoromethylaniline (4) (1.2 g, 53%). 1H NMR (CDCl3) δ 7.44 (d, 1H, ArH); 6.92 (d, 1H, A... Starting materials: CC(C)(C)OC(=O)NCCCC(=O)Nc1ccc2ncnc(Nc3ccc(OCc4cccc(F)c4)c(Cl)c3)c2c1, O=C([O-])O, ClCCl, [Na+], O=C(O)C(F)(F)F. The product is NCCCC(=O)Nc1ccc2ncnc(Nc3ccc(OCc4cccc(F)c4)c(Cl)c3)c2c1. RXN SMILES: [C:1]([O:2][C:3](=[O:4])[NH:7][CH2:8][CH2:9][CH2:10][C:11]([NH:12][c:13]1[cH:14][c:15]2[c:16]([NH:23][c:24]3[cH:25][c:26]([Cl:39])[c:27]([O:30][CH2:31][c:32]4[cH:33][c:34]([F:38])[cH:35][cH:36][cH:37]4)[cH:28][cH:29]3)[n:17][cH:18][n:19][c:20]2[cH:21][cH:22]1)=[O:40])([CH3:5])([CH3:6])[CH3:41].[C:49](=[O:50])([OH:51])[O-:52].[CH2:54]([Cl:55])[Cl:56].[Na+:53].[OH:42][C:43]([C:44]([F:45])([F:46])[F:47])=[O:48]>>[NH2:7][CH2:8][CH2:9][CH2:10][C:11]([NH:12][c:13]1[cH:14][c:15]2[c:16]([NH:23][c:24]3[cH:25][c:26]([Cl:39])[c:27]([O:30][CH2:31][c:32]4[cH:33][c:34]([F:38])[cH:35][cH:36][cH:37]4)[cH:28][cH:29]3)[n:17][cH:18][n:19][c:20]2[cH:21][cH:22]1)=[O:40].